This data is from the Open Reaction Database (ORD), a public repository of structured organic reaction records. The task is: describe an organic reaction: reactants, conditions, products, and yield Yields the product C1(=CC=CC=C1)C1=C2C(=NN=C(C2=CC=C1)C=1C=NC=C(C(=O)N)C1)NCC1=NC=CC=C1 (5-(5-phenyl-4-((pyridin-2-ylmethyl)amino)phthalazin-1-yl)nicotinamide). The yield is 39.8%. Reaction SMILES: [C:1]1([C:7]2[CH:16]=[CH:15][CH:14]=[C:13]3[C:8]=2[C:9]([NH:28][CH2:29][C:30]2[CH:35]=[CH:34][CH:33]=[CH:32][N:31]=2)=[N:10][N:11]=[C:12]3[C:17]2[CH:18]=[N:19][CH:20]=[C:21]([CH:27]=2)[C:22]([O:24]CC)=O)[CH:6]=[CH:5][CH:4]=[CH:3][CH:2]=1.[NH3:36]>CO>[C:1]1([C:7]2[CH:16]=[CH:15][CH:14]=[C:13]3[C:8]=2[C:9]([NH:28][CH2:29][C:30]2[CH:35]=[CH:34][CH:33]=[CH:32][N:31]=2)=[N:10][N:11]=[C:12]3[C:17]2[CH:18]=[N:19][CH:20]=[C:21]([CH:27]=2)[C:22]([NH2:36])=[O:24])[CH:2]=[CH:3][CH:4]=[CH:5][CH:6]=1. Reactants: C1(=CC=CC=C1)C1=C2C(=NN=C(C2=CC=C1)C=1C=NC=C(C(=O)OCC)C1)NCC1=NC=CC=C1 (ethyl 5-(5-phenyl-4-((pyridin-2-ylmethyl)amino)phthalazin-1-yl)nicotinate), N (ammonia). Conditions: temperature 70 celsius. Reported procedure: A solution of ethyl 5-(5-phenyl-4-((pyridin-2-ylmethyl)amino)phthalazin-1-yl)nicotinate (230 mg, 0.288 mmol) in MeOH (5 mL) was purged with ammonia gas for 5 minutes at −10° C. The reaction mixture was heated in a sealed tube at 70° C. for 12 h. The volatile components were removed under reduced pressure and the resulting residue was purified by HPLC (Condition 20 as described in general methods) to afford 5-(5-phenyl-4-((pyridin-2-ylmethyl)amino)phthalazin-1-yl)nicotinamide (50.0 mg, 39.8%) as ... The solvent is CO (MeOH). Starting materials: COC(=O)C1=CC2=C(N(C(=N2)CC=2SC(=CC2)Cl)C(CC)CC)C=C1 (2-(5-Chloro-thiophen-2-ylmethyl)-1-(1-ethyl-propyl)-1H-benzoimidazole-5-carboxylic acid methyl ester), [OH-].[Li+] (lithium hydroxide), O (water), Cl (hydrochloric acid). The solvent is CO (methanol). The product is ClC1=CC=C(S1)CC1=NC2=C(N1C(CC)CC)C=CC(=C2)C(=O)O (2-(5-Chloro-thiophen-2-ylmethyl)-1-(1-ethyl-propyl)-1H-benzoimidazole-5-carboxylic acid). Yield: 54.7%. RXN SMILES: C[O:2][C:3]([C:5]1[CH:25]=[CH:24][C:8]2[N:9]([CH:19]([CH2:22][CH3:23])[CH2:20][CH3:21])[C:10]([CH2:12][C:13]3[S:14][C:15]([Cl:18])=[CH:16][CH:17]=3)=[N:11][C:7]=2[CH:6]=1)=[O:4].[OH-].[Li+].O.Cl>CO>[Cl:18][C:15]1[S:14][C:13]([CH2:12][C:10]2[N:9]([CH:19]([CH2:22][CH3:23])[CH2:20][CH3:21])[C:8]3[CH:24]=[CH:25][C:5]([C:3]([OH:4])=[O:2])=[CH:6][C:7]=3[N:11]=2)=[CH:17][CH:16]=1 |f:1.2|. Reported procedure: To 0.57 g of 2-(5-Chloro-thiophen-2-ylmethyl)-1-(1-ethyl-propyl)-1H-benzoimidazole-5-carboxylic acid methyl ester in 3 ml of methanol were added 0.08 g of lithium hydroxide and 1 ml of water. The reaction was heated to reflux for 1 h. The reaction mixture was adjusted to pH 5 by the addition of 2M aqueous hydrochloric acid and was extracted with ethyl acetate three times. The combined organic phases were dried over sodium sulphate and concentrated in vacuo. The product precipitated after treatme... The reactants are NC=1SC(=C(C1C(=O)C1=CC=CC=C1)C)C ((2-Amino-4,5-dimethyl-thiophen-3-yl)-phenyl-methanone), FC(C(CC(C)=O)=O)(F)F (1,1,1-trifluoro-pentane-2,4-dione). Reagents/catalysts: S(O)(O)(=O)=O (sulfuric acid). The solvent is C(C)(=O)O (acetic acid). Reaction conditions: temperature 100 celsius, time 10 minute. Product: FC(C(=O)C=1C(=C2C(=NC1C)SC(=C2C)C)C2=CC=CC=C2)(F)F (2,2,2-trifluoro-1-(2,3,6-trimethyl-4-phenyl-thieno[2,3-b]pyridine-5-yl)-ethanone). The yield is 10.4%. RXN SMILES: [NH2:1][C:2]1[S:3][C:4]([CH3:16])=[C:5]([CH3:15])[C:6]=1[C:7]([C:9]1[CH:14]=[CH:13][CH:12]=[CH:11][CH:10]=1)=O.[F:17][C:18]([F:26])([F:25])[C:19](=[O:24])[CH2:20][C:21](=O)[CH3:22]>C(O)(=O)C.S(=O)(=O)(O)O>[F:17][C:18]([F:26])([F:25])[C:19]([C:20]1[C:7]([C:9]2[CH:14]=[CH:13][CH:12]=[CH:11][CH:10]=2)=[C:6]2[C:5]([CH3:15])=[C:4]([CH3:16])[S:3][C:2]2=[N:1][C:21]=1[CH3:22])=[O:24]. Procedure: To a stirred solution of 50 mg (0.22 mmol) (2-Amino-4,5-dimethyl-thiophen-3-yl)-phenyl-methanone (the preparation of which is described in example 15) in 2 ml acetic acid was added 0.03 ml (0.22 mmol) of 1,1,1-trifluoro-pentane-2,4-dione and one drop of sulfuric acid. The mixture was then stirred at 100° C. for 10 minutes in a microwave and then concentrated in vacuo. Preparative HPLC (30% CH3CN/H20) afforded 8 mg (11%) 2,2,2-trifluoro-1-(2,3,6-trimethyl-4-phenyl-thieno[2,3-b]pyridine-5-yl)-etha... Reactants: ClC1=NN2C(C=3CCCCC13)=NC=C2 (6-chloro-7,8,9,10-tetrahydroimidazo[2,1-a]phthalazine), N1CCOCC1 (morpholine). Solvent: ice water. Yields the product N1(CCOCC1)C1=NN2C(C=3CCCCC13)=NC=C2 (6-(4-morpholinyl)-7,8,9,10-tetrahydroimidazo[2,1-a]phthalazine). RXN SMILES: Cl[C:2]1[C:11]2[CH2:10][CH2:9][CH2:8][CH2:7][C:6]=2[C:5]2=[N:12][CH:13]=[CH:14][N:4]2[N:3]=1.[NH:15]1[CH2:20][CH2:19][O:18][CH2:17][CH2:16]1>>[N:15]1([C:2]2[C:11]3[CH2:10][CH2:9][CH2:8][CH2:7][C:6]=3[C:5]3=[N:12][CH:13]=[CH:14][N:4]3[N:3]=2)[CH2:20][CH2:19][O:18][CH2:17][CH2:16]1. Procedure details: A mixture of 10 g of 6-chloro-7,8,9,10-tetrahydroimidazo[2,1-a]phthalazine and 20.9 g of morpholine was heated at reflux for 72 hours. The mixture was then poured into about 200 ml of ice water and a solid formed immediately. This was separated by filtration and air-dried to give 6-(4-morpholinyl)-7,8,9,10-tetrahydroimidazo[2,1-a]phthalazine melting at about 160°-161° C. This compound has the following structural formula ##STR3## The reactants are CC(C)(C)[O-], CC(C)[Si](Cl)(C(C)C)C(C)C, [K+], C1COCCOCCOCCOCCOCCO1, c1cc[nH]c1. The product is CC(C)[Si](C(C)C)(C(C)C)n1cccc1. RXN SMILES: [CH3:6][C:7]([CH3:8])([O-:9])[CH3:10].[CH:30]([CH3:31])([CH3:32])[Si:33]([CH:34]([CH3:35])[CH3:36])([CH:37]([CH3:38])[CH3:39])[Cl:40].[K+:11].[O:12]1[CH2:13][CH2:14][O:15][CH2:16][CH2:17][O:18][CH2:19][CH2:20][O:21][CH2:22][CH2:23][O:24][CH2:25][CH2:26][O:27][CH2:28][CH2:29]1.[nH:1]1[cH:2][cH:3][cH:4][cH:5]1>>[n:1]1([Si:33]([CH:30]([CH3:31])[CH3:32])([CH:34]([CH3:35])[CH3:36])[CH:37]([CH3:38])[CH3:39])[cH:2][cH:3][cH:4][cH:5]1.